Dataset: the Open Reaction Database (ORD), a public repository of structured organic reaction records. Task: describe an organic reaction: reactants, conditions, products, and yield The reactants are FC(S(=O)(=O)OC=1C=2C=C(C=CC2C(CC1)(C)C)C#CC1=CC=C(C(=O)OCC)C=C1)(F)F (ethyl 4-[(5-trifluoromethylsulfonyloxy-7,8-dihydro-8,8-dimethylnaphth-3-yl)ethynyl]benzoate), FC(S(=O)(=O)OC=1C=2C=C(C=CC2C(CC1)(C)C)C#CC1=CC=C(C(=O)OCC)C=C1)(F)F (ethyl 4-[(5-trifluoromethylsulfonyloxy-7,8-dihydro-8,8-dimethylnaphth-3-yl)ethynyl]benzoate), CC1(CCC(C=2C=CC(=CC12)C#CC1=CC=C(C(=O)OCC)C=C1)=O)C (ethyl 4-[(5,6,7,8-tetrahydro-8,8-dimethyl-5-oxonaphth-2-yl)ethynyl]benzoate), CC1(CCC(C=2C=CC(=CC12)C#CC1=CC=C(C(=O)OCC)C=C1)=O)C (ethyl 4-[(5,6,7,8-tetrahydro-8,8-dimethyl-5-oxonaphth-2-yl)ethynyl]benzoate). Solvent: C1CCOC1 (THF). The product is FC(S(=O)(=O)OC=1C=2C=CC(=CC2C(CC1)(C)C)C#CC1=CC=C(C(=O)OCC)C=C1)(F)F (Ethyl 4-[(5-trifluoromethylsulfonyloxy-7,8-dihydro-8,8-dimethylnaphth-2-yl)ethynyl]benzoate). As a reaction SMILES: [F:1][C:2]([F:33])([F:32])[S:3]([O:6][C:7]1[C:8]2[CH:9]=[C:10](C#CC3C=CC(C(OCC)=O)=CC=3)[CH:11]=[CH:12][C:13]=2[C:14]([CH3:18])([CH3:17])[CH2:15][CH:16]=1)(=[O:5])=[O:4].CC1(C)C2C=C([C:45]#[C:46][C:47]3[CH:57]=[CH:56][C:50]([C:51]([O:53][CH2:54][CH3:55])=[O:52])=[CH:49][CH:48]=3)C=CC=2C(=O)CC1>C1COCC1>[F:33][C:2]([F:32])([F:1])[S:3]([O:6][C:7]1[C:8]2[CH:9]=[CH:10][C:11]([C:45]#[C:46][C:47]3[CH:57]=[CH:56][C:50]([C:51]([O:53][CH2:54][CH3:55])=[O:52])=[CH:49][CH:48]=3)=[CH:12][C:13]=2[C:14]([CH3:17])([CH3:18])[CH2:15][CH:16]=1)(=[O:5])=[O:4]. Procedure: Employing the same general procedure as for the preparation of ethyl 4-[(5-trifluoromethylsulfonyloxy-7,8-dihydro-8,8-dimethylnaphth-3-yl)ethynyl]benzoate (Compound 66), 800 mg (2.31 mmol) of ethyl 4-[(5,6,7,8-tetrahydro-8,8-dimethyl-5-oxonaphth-2-yl)ethynyl]benzoate (Compound 1) in 2 ml of THF was converted into the title compound (white solid) using 466 mg (2.5 ml, 2.54 mmol) of sodium bis(trimethylsilyl)amide (1.0M solution in THF) and a solution of 961 mg (2.54 mmol) of 2-[N,N-bis(trifluorom... The reactants are Cc1ccc(S(=O)(=O)CC#N)cc1, Clc1ccc(CCCCCBr)cc1, C1CCC2=NCCCN2CC1, c1ccccc1. Product: Cc1ccc(S(=O)(=O)C(C#N)CCCCCc2ccc(Cl)cc2)cc1. RXN SMILES: [CH3:14][c:15]1[cH:16][cH:17][c:18]([S:21](=[O:22])(=[O:23])[CH2:24][C:25]#[N:26])[cH:19][cH:20]1.[Cl:1][c:2]1[cH:3][cH:4][c:5]([CH2:8][CH2:9][CH2:10][CH2:11][CH2:12][Br:13])[cH:6][cH:7]1.[N:27]12[CH2:28][CH2:29][CH2:30][N:31]=[C:32]1[CH2:33][CH2:34][CH2:35][CH2:36][CH2:37]2.[cH:38]1[cH:39][cH:40][cH:41][cH:42][cH:43]1>>[Cl:1][c:2]1[cH:3][cH:4][c:5]([CH2:8][CH2:9][CH2:10][CH2:11][CH2:12][CH:24]([S:21]([c:18]2[cH:17][cH:16][c:15]([CH3:14])[cH:20][cH:19]2)(=[O:22])=[O:23])[C:25]#[N:26])[cH:6][cH:7]1. The reactants are C1(CC1)N1C=C(C(C2=CC=C(C=C12)F)=O)C(=O)O (1-cyclopropyl-7-fluoro-1,4-dihydro-4-oxo-3-quinolinecarboxylic acid), C12NCCCC2CNC1 (2,8-diazabicyclo[4.3.0]nonane), N12CCN(CC1)CC2 (1,4-diazabicyclo[2.2.2]octane). Solvent: CN1C(CCC1)=O (N-methylpyrrolidone). Product: C12NCCCC2CN(C1)C1=CC=C2C(C(=CN(C2=C1)C1CC1)C(=O)O)=O (7-(2,8-Diazabicyclo[4.3.0]nonan-8-yl)-1-cyclopropyl-1,4-dihydro-4-oxo-3-quinolinecarboxylic acid). RXN SMILES: [CH:1]1([N:4]2[C:13]3[C:8](=[CH:9][CH:10]=[C:11](F)[CH:12]=3)[C:7](=[O:15])[C:6]([C:16]([OH:18])=[O:17])=[CH:5]2)[CH2:3][CH2:2]1.[CH:19]12[CH2:27][NH:26][CH2:25][CH:24]1[CH2:23][CH2:22][CH2:21][NH:20]2.N12CCN(CC1)CC2>CN1CCCC1=O>[CH:19]12[CH2:27][N:26]([C:11]3[CH:12]=[C:13]4[C:8]([C:7](=[O:15])[C:6]([C:16]([OH:18])=[O:17])=[CH:5][N:4]4[CH:1]4[CH2:3][CH2:2]4)=[CH:9][CH:10]=3)[CH2:25][CH:24]1[CH2:23][CH2:22][CH2:21][NH:20]2. Procedure: 741 mg (3 mmol) of 1-cyclopropyl-7-fluoro-1,4-dihydro-4-oxo-3-quinolinecarboxylic acid together with 567 mg (4.5 mol) of 2,8-diazabicyclo[4.3.0]nonane and 672 mg of 1,4-diazabicyclo[2.2.2]octane are heated for two hours at 100° C. in 30 ml of N-methylpyrrolidone. The mixture is concentrated under a high vacuum, and the residue is stirred thoroughly with acetonitrile and dried at 100° C. The reagents and catalysts are S(=O)(=O)(O)[O-].C(CCC)[N+](CCCC)(CCCC)CCCC (tetrabutylammonium hydrogen sulfate). The solvent is C(Cl)Cl (methylene chloride). The reactants are FC(C(O)C1=CC=C(C=C1)Br)(F)F (2,2,2-trifluoro-1-(4-bromophenyl)ethanol), O (water), Cl[O-].[Na+] (sodium hypochlorite). Yields the product FC(C(=O)C1=CC=C(C=C1)Br)(F)F (4-Trifluoroacetylbromobenzene). Procedure: 6.88 g (0.027 mol) of 2,2,2-trifluoro-1-(4-bromophenyl)ethanol and 0.46 g (0.00135 mol) of tetrabutylammonium hydrogen sulfate are dissolved in 100 ml of methylene chloride at room temperature. 16.6 ml (0.032 mol) of an approximately 12% strength sodium hypochlorite solution are metered in within 15 minutes with vigorous stirring and the mixture is stirred for a further 6 hours during which the reaction temperature rises to 28° C. The reaction mixture is added to 100 ml of water, the phases are ... Reaction SMILES: [F:1][C:2]([F:13])([F:12])[CH:3]([C:5]1[CH:10]=[CH:9][C:8]([Br:11])=[CH:7][CH:6]=1)[OH:4].Cl[O-].[Na+].O>S([O-])(O)(=O)=O.C([N+](CCCC)(CCCC)CCCC)CCC.C(Cl)Cl>[F:13][C:2]([F:1])([F:12])[C:3]([C:5]1[CH:6]=[CH:7][C:8]([Br:11])=[CH:9][CH:10]=1)=[O:4] |f:1.2,4.5|. Reactants: COc1ccccc1-c1ccc2cnc(S(C)=O)nn12, CN1CCOc2ccc(N)cc21. Product: COc1ccccc1-c1ccc2cnc(Nc3ccc4c(c3)N(C)CCO4)nn12. RXN SMILES: [CH3:1][S:2](=[O:3])[c:4]1[n:5][n:6]2[c:7]([cH:8][n:9]1)[cH:10][cH:11][c:12]2-[c:13]1[c:14]([O:19][CH3:20])[cH:15][cH:16][cH:17][cH:18]1.[CH3:21][N:22]1[CH2:23][CH2:24][O:25][c:26]2[c:27]1[cH:28][c:29]([NH2:32])[cH:30][cH:31]2>>[c:4]1([NH:32][c:29]2[cH:28][c:27]3[c:26]([cH:31][cH:30]2)[O:25][CH2:24][CH2:23][N:22]3[CH3:21])[n:5][n:6]2[c:7]([cH:8][n:9]1)[cH:10][cH:11][c:12]2-[c:13]1[c:14]([O:19][CH3:20])[cH:15][cH:16][cH:17][cH:18]1.